This data is from the Open Reaction Database (ORD), a public repository of structured organic reaction records. The task is: describe an organic reaction: reactants, conditions, products, and yield Starting materials: CSC(NC(=O)[C@@H]1N(CCC1)C1=CC=C(C=C1)C(F)(F)F)=NC(OC(C)(C)C)=O ((R)-tert-butyl methylthio(1-(4-(trifluoromethyl)-phenyl)pyrrolidine-2-carboxamido)methylenecarbamate), ClC=1C=C(CN)C=C(C1NC(CN(C)C)=O)Cl (3,5-dichloro-4-(2-(dimethylamino)acetamido)-benzylamine). The solvent is C(C)N(CC)CC (triethylamine). The product is ClC=1C=C(CNC(=NC(OC(C)(C)C)=O)NC(=O)[C@@H]2N(CCC2)C2=CC=C(C=C2)C(F)(F)F)C=C(C1NC(CN(C)C)=O)Cl ((R)-tert-Butyl (3,5-dichloro-4-(2-(dimethylamino)acetamido)-benzylamino)(1-(4-(trifluoromethyl)phenyl)-pyrrolidine-2-carboxamido)-methylenecarbamate). Isolated yield 54.5%. As a reaction SMILES: CS[C:3](=[N:22][C:23](=[O:29])[O:24][C:25]([CH3:28])([CH3:27])[CH3:26])[NH:4][C:5]([C@H:7]1[CH2:11][CH2:10][CH2:9][N:8]1[C:12]1[CH:17]=[CH:16][C:15]([C:18]([F:21])([F:20])[F:19])=[CH:14][CH:13]=1)=[O:6].[Cl:30][C:31]1[CH:32]=[C:33]([CH:36]=[C:37]([Cl:46])[C:38]=1[NH:39][C:40](=[O:45])[CH2:41][N:42]([CH3:44])[CH3:43])[CH2:34][NH2:35]>C(N(CC)CC)C>[Cl:30][C:31]1[CH:32]=[C:33]([CH:36]=[C:37]([Cl:46])[C:38]=1[NH:39][C:40](=[O:45])[CH2:41][N:42]([CH3:43])[CH3:44])[CH2:34][NH:35][C:3]([NH:4][C:5]([C@H:7]1[CH2:11][CH2:10][CH2:9][N:8]1[C:12]1[CH:17]=[CH:16][C:15]([C:18]([F:21])([F:20])[F:19])=[CH:14][CH:13]=1)=[O:6])=[N:22][C:23](=[O:29])[O:24][C:25]([CH3:28])([CH3:27])[CH3:26]. Procedure details: A solution of (R)-tert-butyl methylthio(1-(4-(trifluoromethyl)-phenyl)pyrrolidine-2-carboxamido)methylenecarbamate (6 mg), 3,5-dichloro-4-(2-(dimethylamino)acetamido)-benzylamine (10 mg) and triethylamine (50 μL) was heated at 56° C. for 12 h. The crude reaction mixture was purified directly by preparative TLC eluting with 10% methanol/89% dichloromethane/1% ammonia hydroxide to give the title compound as a colorless oil (5 mg). retention time: 2.03 min (method A). MS (ESI) (M+Na)+ 659.19. Starting materials: BrCC=1OC(OC1C)=O (4-Bromomethyl-5-methyl-1,3-dioxolene-2-one), CO\N=C(/C(=O)NC1[C@@H]2N(C(=C(CS2)CSC2=NC(=NS2)C)C(=O)[O-])C1=O)\C=1N=CSC1.[Na+] (sodium 7-[(Z)-2-methoxyimino-2-(thiazol-4-yl)acetamido]-3-(3-methyl-1,2,4-thiadiazol-5-yl)thiomethyl-3-cephem-4-carboxylate), C(C)(=O)OCC (ethyl acetate), O (water). Solvent: CN(C=O)C (dimethylformamide). Reaction conditions: time 1.3 hour. Yields the product CO\N=C(/C(=O)NC1[C@@H]2N(C(=C(CS2)CSC2=NC(=NS2)C)C(=O)OCC=2OC(OC2C)=O)C1=O)\C=1N=CSC1 ((5-Methyl-2-oxo-1,3-dioxolen-4-yl)methyl 7-[(Z)-2-methoxyimino-2-(thiazol-4-yl)acetamido]-3-(3-methyl-1,2,4-thiadiazol-5-yl)thiomethyl-3-cephem-4-carboxylate). The yield is 62.3%. Reaction SMILES: Br[CH2:2][C:3]1[O:4][C:5](=[O:9])[O:6][C:7]=1[CH3:8].[CH3:10][O:11]/[N:12]=[C:13](/[C:37]1[N:38]=[CH:39][S:40][CH:41]=1)\[C:14]([NH:16][CH:17]1[C:35](=[O:36])[N:19]2[C:20]([C:32]([O-:34])=[O:33])=[C:21]([CH2:24][S:25][C:26]3[S:30][N:29]=[C:28]([CH3:31])[N:27]=3)[CH2:22][S:23][C@H:18]12)=[O:15].[Na+].C(OCC)(=O)C.O>CN(C)C=O>[CH3:10][O:11]/[N:12]=[C:13](/[C:37]1[N:38]=[CH:39][S:40][CH:41]=1)\[C:14]([NH:16][CH:17]1[C:35](=[O:36])[N:19]2[C:20]([C:32]([O:34][CH2:2][C:3]3[O:4][C:5](=[O:9])[O:6][C:7]=3[CH3:8])=[O:33])=[C:21]([CH2:24][S:25][C:26]3[S:30][N:29]=[C:28]([CH3:31])[N:27]=3)[CH2:22][S:23][C@H:18]12)=[O:15] |f:1.2|. Procedure details: 4-Bromomethyl-5-methyl-1,3-dioxolene-2-one (386 mg) was added to a solution of sodium 7-[(Z)-2-methoxyimino-2-(thiazol-4-yl)acetamido]-3-(3-methyl-1,2,4-thiadiazol-5-yl)thiomethyl-3-cephem-4-carboxylate (536 mg) in dimethylformamide (5 ml) at -5° C. The mixture was stirred at this temperature for 1.3 hr and then poured into a mixture of ethyl acetate (130 ml) and water (30 ml, adjusted to pH 3 with dil HCl) with stirring. The ethyl acetate layer was separated, washed successively with water (30 ... Reactants: NCCc1ccccc1, COc1ccccc1O, C1COCCO1. The product is COc1cccc(CNCCc2ccccc2)c1O. As a reaction SMILES: [CH2:1]([CH2:2][c:3]1[cH:4][cH:5][cH:6][cH:7][cH:8]1)[NH2:9].[CH3:10][O:11][c:12]1[c:13]([OH:18])[cH:14][cH:15][cH:16][cH:17]1.[O:19]1[CH2:20][CH2:24][O:23][CH2:22][CH2:21]1>>[CH2:1]([CH2:2][c:3]1[cH:4][cH:5][cH:6][cH:7][cH:8]1)[NH:9][CH2:20][c:14]1[c:13]([OH:18])[c:12]([O:11][CH3:10])[cH:17][cH:16][cH:15]1. The reactants are B(Br)(Br)Br (boron tribromide), COC1=CC=C(C=C1)C1=C(N=C(N1)C1=CC=C(C=C1)[N+](=O)[O-])C(=O)NC=1SC=CN1 (5-(4-Methoxyphenyl)-2-(4-nitrophenyl)-N-(2-thiazolyl)-imidazole-4-carboxamide), O (water). Run in ClCCl (dichloromethane). Reaction conditions: time 1 day. Yields the product OC1=CC=C(C=C1)C1=C(N=C(N1)C1=CC=C(C=C1)[N+](=O)[O-])C(=O)NC=1SC=CN1 (5-(4-hydroxyphenyl)-2-(4-nitrophenyl)-N-(2-thiazolyl)-imidazole-4-carboxamide). The yield is 83.7%. RXN SMILES: C[O:2][C:3]1[CH:8]=[CH:7][C:6]([C:9]2[NH:13][C:12]([C:14]3[CH:19]=[CH:18][C:17]([N+:20]([O-:22])=[O:21])=[CH:16][CH:15]=3)=[N:11][C:10]=2[C:23]([NH:25][C:26]2[S:27][CH:28]=[CH:29][N:30]=2)=[O:24])=[CH:5][CH:4]=1.B(Br)(Br)Br.O>ClCCl>[OH:2][C:3]1[CH:8]=[CH:7][C:6]([C:9]2[NH:13][C:12]([C:14]3[CH:19]=[CH:18][C:17]([N+:20]([O-:22])=[O:21])=[CH:16][CH:15]=3)=[N:11][C:10]=2[C:23]([NH:25][C:26]2[S:27][CH:28]=[CH:29][N:30]=2)=[O:24])=[CH:5][CH:4]=1. Procedure: 5-(4-Methoxyphenyl)-2-(4-nitrophenyl)-N-(2-thiazolyl)-imidazole-4-carboxamide (2.1 g) obtained in Example 47 was dissolved in dichloromethane (210 ml) and boron tribromide (3 ml) was added. The mixture was stirred for one day. The reaction mixture was poured into cold water and the precipitated crystals were collected by filtration to give 5-(4-hydroxyphenyl)-2-(4-nitrophenyl)-N-(2-thiazolyl)-imidazole-4-carboxamide (1.7 g). Reactants: C(C)C(O)C=1N=C(SC1C)CN(C)C (ethyl 2-(dimethylaminomethyl)-5-methyl-4-thiazolemethanol), Cl.NCCS (cysteamine hydrochloride), Br (hydrobromic acid). Yields the product CN(C)CC=1SC(=C(N1)CSCCN)C (2-([2-(dimethylaminomethyl)-5-methyl-4-thiazolyl]methylthio)ethylamine). Reaction SMILES: C([CH:3]([C:5]1[N:6]=[C:7]([CH2:11][N:12]([CH3:14])[CH3:13])[S:8][C:9]=1[CH3:10])O)C.Cl.[NH2:16][CH2:17][CH2:18][SH:19].Br>>[CH3:14][N:12]([CH2:11][C:7]1[S:8][C:9]([CH3:10])=[C:5]([CH2:3][S:19][CH2:18][CH2:17][NH2:16])[N:6]=1)[CH3:13] |f:1.2|. Procedure details: Following the procedure of Example 3, a reaction mixture consisting of 6.4 g. of ethyl 2-(dimethylaminomethyl)-5-methyl-4-thiazolemethanol, 4.2 g. of cysteamine hydrochloride and 30 ml. of 48% aqueous hydrobromic acid was maintained at a temperature of about 100° C. under a nitrogen atmosphere for about 4 hours. The reaction mixture was cooled and the volatile constituents removed in vacuo. The resulting dark residue was twice trituated with ethanol and the ethanol removed by evaporation to remo... The reactants are [I-].[Na+] (sodium iodide), COC(CC1=C(NC2=NC(=CC=C21)Cl)C)=O ((6-chloro-2-methyl-1H-pyrrolo[2,3-b]pyridin-3-yl)-acetic acid methyl ester), BrCC1=C(C=C(C=C1)S(=O)(=O)C)C(F)(F)F (1-bromomethyl-4-methanesulfonyl-2-trifluoromethyl-benzene), [H-].[Na+] (sodium hydride). Solvent: CN(C)C=O (DMF). Run at temperature 0 celsius, time 45 minute. Product: COC(CC1=C(N(C2=NC(=CC=C21)Cl)CC2=C(C=C(C=C2)S(=O)(=O)C)C(F)(F)F)C)=O ([6-Chloro-1-(4-methanesulfonyl-2-trifluoromethyl-benzyl)-2-methyl-1H-pyrrolo[2,3-b]pyridin-3-yl]-acetic acid methyl ester). As a reaction SMILES: [CH3:1][O:2][C:3](=[O:16])[CH2:4][C:5]1[C:13]2[C:8](=[N:9][C:10]([Cl:14])=[CH:11][CH:12]=2)[NH:7][C:6]=1[CH3:15].[H-].[Na+].Br[CH2:20][C:21]1[CH:26]=[CH:25][C:24]([S:27]([CH3:30])(=[O:29])=[O:28])=[CH:23][C:22]=1[C:31]([F:34])([F:33])[F:32].[I-].[Na+]>CN(C=O)C>[CH3:1][O:2][C:3](=[O:16])[CH2:4][C:5]1[C:13]2[C:8](=[N:9][C:10]([Cl:14])=[CH:11][CH:12]=2)[N:7]([CH2:20][C:21]2[CH:26]=[CH:25][C:24]([S:27]([CH3:30])(=[O:29])=[O:28])=[CH:23][C:22]=2[C:31]([F:33])([F:32])[F:34])[C:6]=1[CH3:15] |f:1.2,4.5|. Procedure details: To a stirred, ice-cooled solution of (6-chloro-2-methyl-1H-pyrrolo[2,3-b]pyridin-3-yl)-acetic acid methyl ester (Example 99e) (0.03 g, 0.13 mmol) in DMF (1.0 ml) under an inert atmosphere of Argon is added sodium hydride (0.006 g of a 60% dispersion in mineral oil, 0.14 mmol). The reaction mixture is stirred at 0° C. for 45 minutes and then treated with 1-bromomethyl-4-methanesulfonyl-2-trifluoromethyl-benzene (Example 95a) (0.067 g, 0.21 mmol) followed by sodium iodide (0.031 g, 0.21 mmol). Sti... Reactants: CCOC(=O)c1ccc(NCc2ccc(Cl)cc2)cc1, C=O, O=CO, O. Yields the product CCOC(=O)c1ccc(N(C)Cc2ccc(Cl)cc2)cc1. RXN SMILES: [CH2:1]([CH3:2])[O:3][C:4]([c:5]1[cH:6][cH:7][c:8]([NH:11][CH2:12][c:13]2[cH:14][cH:15][c:16]([Cl:19])[cH:17][cH:18]2)[cH:9][cH:10]1)=[O:20].[CH2:24]=[O:25].[CH:21]([OH:22])=[O:23].[OH2:26]>>[CH2:1]([CH3:2])[O:3][C:4]([c:5]1[cH:6][cH:7][c:8]([N:11]([CH2:12][c:13]2[cH:14][cH:15][c:16]([Cl:19])[cH:17][cH:18]2)[CH3:21])[cH:9][cH:10]1)=[O:20]. Starting materials: C(C)(=O)C1=CC=CC=C1 (acetophenone), C(C1=CC=CC=C1)N (benzylamine), tristriphenylphosphine rhodium (I) chloride, CC(C=C)(C)C (3,3-dimethyl-1-butene), Cl (HCl). The solvent is C1CCOC1 (THF). Run at temperature 150 celsius. Yields the product CC(CCC1=C(C=CC=C1)C(C)=O)(C)C (2-(3,3-dimethylbutyl)phenyl-1-ethanone). Yield: 95.5%. As a reaction SMILES: [C:1]([C:4]1[CH:9]=[CH:8][CH:7]=[CH:6][CH:5]=1)(=[O:3])[CH3:2].C(N)C1C=CC=CC=1.[CH3:18][C:19]([CH3:23])([CH3:22])[CH:20]=[CH2:21].Cl>C1COCC1>[CH3:18][C:19]([CH3:23])([CH3:22])[CH2:20][CH2:21][C:5]1[CH:6]=[CH:7][CH:8]=[CH:9][C:4]=1[C:1](=[O:3])[CH3:2]. Procedure: In a 500 ml pressure reactor, acetophenone 26 mg (0.22 mmol), benzylamine 12 mg (0.11 mmol), tristriphenylphosphine rhodium (I) chloride 10.0 mg (0.011 mmol) and 3,3-dimethyl-1-butene 91 mg (1.1 mmol) were placed. While the reactor was stopped with a stopper, the reactants were heated at 150° C. for 6 hours with stirring. After completion of the on, a reactant mixture was dissolved in THF 3 ml and added with 1 N HCl soln. 10 ml, followed by hydrolysis with stirring for 12 hours at room temperatu... Reactants: C(C)OC(=O)[C@H]1[C@@H]2C[C@H]([C@]([C@H]12)(C(=O)OCC1=CC=CC=C1)N=[N+]=[N-])O ((1S,2R,3R,5R,6S)-2-azido-3-hydroxy-bicyclo[3.1.0]hexane-2,6-dicarboxylic acid 2-benzyl ester 6-ethyl ester), ClC(C(OCC1=CC=CC=C1)=N)(Cl)Cl (benzyl 2,2,2-trichloroacetimidate), S(=O)(=O)(C(F)(F)F)O (TfOH). Solvent: C1CCCCC1 (cyclohexane), C(Cl)Cl (DCM), CCOCC (ether). Conditions: time 5 hour. Product: C(C)OC(=O)[C@H]1[C@@H]2C[C@H]([C@]([C@H]12)(C(=O)OCC1=CC=CC=C1)N=[N+]=[N-])OCC1=CC=CC=C1 ((1S,2R,3R,5R,6S)-2-azido-3-benzyloxybicyclo[3.1.0]hexane-2,6-dicarboxylic acid 2-benzyl ester 6-ethyl ester). The yield is 26.6%. As a reaction SMILES: [CH2:1]([O:3][C:4]([C@@H:6]1[C@@H:11]2[C@H:7]1[CH2:8][C@@H:9]([OH:25])[C@@:10]2([N:22]=[N+:23]=[N-:24])[C:12]([O:14][CH2:15][C:16]1[CH:21]=[CH:20][CH:19]=[CH:18][CH:17]=1)=[O:13])=[O:5])[CH3:2].ClC(Cl)(Cl)C(=N)O[CH2:30][C:31]1[CH:36]=[CH:35][CH:34]=[CH:33][CH:32]=1.S(O)(C(F)(F)F)(=O)=O>C1CCCCC1.C(Cl)Cl.CCOCC>[CH2:1]([O:3][C:4]([C@@H:6]1[C@@H:11]2[C@H:7]1[CH2:8][C@@H:9]([O:25][CH2:30][C:31]1[CH:36]=[CH:35][CH:34]=[CH:33][CH:32]=1)[C@@:10]2([N:22]=[N+:23]=[N-:24])[C:12]([O:14][CH2:15][C:16]1[CH:21]=[CH:20][CH:19]=[CH:18][CH:17]=1)=[O:13])=[O:5])[CH3:2]. Reported procedure: To a solution of (1S,2R,3R,5R,6S)-2-azido-3-hydroxy-bicyclo [3.1.0]hexane-2,6-dicarboxylic acid 2-benzyl ester 6-ethyl ester (VII) (305 mg, 0.88 mmol) and benzyl 2,2,2-trichloroacetimidate (0.2 mL, 1.06 mmol) in cyclohexane (2.4 mL) and DCM (1.2 mL) was added TfOH (0.05 mL), whereupon the solution became hot and stirring was continued at 23° C. for 5 h. The reaction mixture was poured on ice, diluted with ether, washed with sat. NaHCO3 -sol., brine and dried over MgSO4. The crude product was pur...